The task is: describe an organic reaction: reactants, conditions, products, and yield. This data is from the Open Reaction Database (ORD), a public repository of structured organic reaction records. Reactants: [Na+], [OH-], CCOC(=O)CCCCCCCn1cnc(-c2ccccc2)c1-c1ccccc1. As a reaction SMILES: [Na+:31].[OH-:30].[c:1]1(-[c:7]2[n:8][cH:9][n:10]([CH2:18][CH2:19][CH2:20][CH2:21][CH2:22][CH2:23][CH2:24][C:25](=[O:26])[O:27][CH2:28][CH3:29])[c:11]2-[c:12]2[cH:13][cH:14][cH:15][cH:16][cH:17]2)[cH:2][cH:3][cH:4][cH:5][cH:6]1>>[c:1]1(-[c:7]2[n:8][cH:9][n:10]([CH2:18][CH2:19][CH2:20][CH2:21][CH2:22][CH2:23][CH2:24][C:25](=[O:26])[OH:27])[c:11]2-[c:12]2[cH:13][cH:14][cH:15][cH:16][cH:17]2)[cH:2][cH:3][cH:4][cH:5][cH:6]1. Yields the product O=C(O)CCCCCCCn1cnc(-c2ccccc2)c1-c1ccccc1. The reactants are NC1=C(C=C(C=C1)C(=O)N1CCN(CC1)CC1=CC=C(C=C1)C(C(F)(F)F)(C(F)(F)F)O)Cl ((4-amino-3-chlorophenyl)(4-(4-(1,1,1,3,3,3-hexafluoro-2-hydroxypropan-2-yl)benzyl)piperazin-1-yl)methanone), C(C)(C)(C)[Si](Cl)(C)C (tert-butyldimethylchlorosilane), N12CCCCCC2=NCCC1 (1,8-Diazabicyclo[5.4.0]undec-7-ene). Solvent: ClCCl (dichloromethane). Conditions: time 15 minute. Product: NC1=C(C=C(C=C1)C(=O)N1CCN(CC1)CC1=CC=C(C=C1)C(C(F)(F)F)(C(F)(F)F)O[Si](C)(C)C(C)(C)C)Cl ((4-Amino-3-chlorophenyl)(4-(4-(2-(tert-butyldimethylsilyloxy)-1,1,1,3,3,3-hexafluoropropan-2-yl)benzyl)piperazin-1-yl)methanone). The yield is 81.5%. Reaction SMILES: N12CCCN=C1CCCCC2.[NH2:12][C:13]1[CH:18]=[CH:17][C:16]([C:19]([N:21]2[CH2:26][CH2:25][N:24]([CH2:27][C:28]3[CH:33]=[CH:32][C:31]([C:34]([OH:43])([C:39]([F:42])([F:41])[F:40])[C:35]([F:38])([F:37])[F:36])=[CH:30][CH:29]=3)[CH2:23][CH2:22]2)=[O:20])=[CH:15][C:14]=1[Cl:44].[C:45]([Si:49]([CH3:52])([CH3:51])Cl)([CH3:48])([CH3:47])[CH3:46]>ClCCl>[NH2:12][C:13]1[CH:18]=[CH:17][C:16]([C:19]([N:21]2[CH2:22][CH2:23][N:24]([CH2:27][C:28]3[CH:33]=[CH:32][C:31]([C:34]([O:43][Si:49]([C:45]([CH3:48])([CH3:47])[CH3:46])([CH3:52])[CH3:51])([C:35]([F:36])([F:37])[F:38])[C:39]([F:41])([F:42])[F:40])=[CH:30][CH:29]=3)[CH2:25][CH2:26]2)=[O:20])=[CH:15][C:14]=1[Cl:44]. Procedure details: 1,8-Diazabicyclo[5.4.0]undec-7-ene (4.22 mmol, 0.631 mL, 0.643 g) was added to a cooled (ice/slurry) solution of (4-amino-3-chlorophenyl)(4-(4-(1,1,1,3,3,3-hexafluoro-2-hydroxypropan-2-yl)benzyl)piperazin-1-yl)methanone (3.25 mmol, 1.61 g) and tert-butyldimethylchlorosilane (4.22 mmol, 0.636 g) in dichloromethane (20 mL) under nitrogen. The resulting solution was stirred for 15 minutes prior to the removal of the external cooling bath. The reaction was allowed to warm to room temperature and sti... The reactants are ClC1=C(C=2C=CC(=NC2C=C1)N1C[C@H](CCC1)NCCO[Si](C)(C)C(C)(C)C)C(=O)NCC1CCCCC1 (6-chloro-N-(cyclohexylmethyl)-2-[(3S)-3-[[2-[[(1,1-dimethylethyl)dimethylsilyl]oxy]ethyl]amino]-1-piperidinyl]-5-quinolinecarboxamide), Cl (hydrochloric acid). The product is ClC1=C(C=2C=CC(=NC2C=C1)N1C[C@H](CCC1)NCCO)C(=O)NCC1CCCCC1 (6-Chloro-N-(cyclohexylmethyl)-2-[(3S)-3-[(2-hydroxyethyl)amino]-1-piperidinyl]-5-quinolinecarboxamide). Reaction SMILES: [Cl:1][C:2]1[CH:11]=[CH:10][C:9]2[N:8]=[C:7]([N:12]3[CH2:17][CH2:16][CH2:15][C@H:14]([NH:18][CH2:19][CH2:20][O:21][Si](C(C)(C)C)(C)C)[CH2:13]3)[CH:6]=[CH:5][C:4]=2[C:3]=1[C:29]([NH:31][CH2:32][CH:33]1[CH2:38][CH2:37][CH2:36][CH2:35][CH2:34]1)=[O:30].Cl>>[Cl:1][C:2]1[CH:11]=[CH:10][C:9]2[N:8]=[C:7]([N:12]3[CH2:17][CH2:16][CH2:15][C@H:14]([NH:18][CH2:19][CH2:20][OH:21])[CH2:13]3)[CH:6]=[CH:5][C:4]=2[C:3]=1[C:29]([NH:31][CH2:32][CH:33]1[CH2:34][CH2:35][CH2:36][CH2:37][CH2:38]1)=[O:30]. Procedure details: Prepared according to the method of example 50(b) using 6-chloro-N-(cyclohexylmethyl)-2-[(3S)-3-[[2-[[(1,1-dimethylethyl)dimethylsilyl]oxy]ethyl]amino]-1-piperidinyl]-5-quinolinecarboxamide Example 52(a)) (190 mg) and hydrochloric acid (4M in 1,4-dioxane) (2.0 mL). Purification (SiO2, dichloromethane:methanol:ammonia in methanol (7 M) 96:3:1) and subsequent recrystallisation (acetonitrile) gave the title compound as a solid (53 mg). Reactants: C(CC(=O)C)(=O)OC(C)(C)C (tert-Butyl acetoacetate), Cl (HCl). Run in CO (methanol). Reaction conditions: temperature 40 celsius, time 20 minute. The product is O[C@@H](CC(=O)OC(C)(C)C)C (tert-butyl 3(R)-hydroxybutyrate). Yield: 100.6%. Reaction SMILES: [C:1]([O:7][C:8]([CH3:11])([CH3:10])[CH3:9])(=[O:6])[CH2:2][C:3]([CH3:5])=[O:4].Cl>CO>[OH:4][C@H:3]([CH3:5])[CH2:2][C:1]([O:7][C:8]([CH3:11])([CH3:10])[CH3:9])=[O:6]. Reported procedure: tert-Butyl acetoacetate [15] (14.5 g, 90 mmol) and methanol (30 mL) were mixed and deoxygenated with flowing nitrogen for 5 minutes in a septum covered Parr shaker bottle. The catalyst prepared as described above (36 mg, 0.02 mmol) was added along with 2N HCl (0.041 mL, 0.082 mmol). The mixture was transferred to a standard Parr shaker apparatus and flushed by evacuating and refilling with nitrogen and then hydrogen several times. The apparatus was heated at 40° C. with shaking under 50 psi of h... Starting materials: C(C)(C)(C)OC(CC1=CC(=C(OC2=CC=C(C(=O)OC)C=C2)C=C1)CNS(=O)(=O)C)=O (methyl 4-(4-(2-tert-butoxy-2-oxoethyl)-2-(methylsulfonamidomethyl)phenoxy)benzoate), CI (MeI), C(=O)([O-])[O-].[K+].[K+] (K2CO3). Run in C(C)(=O)OCC (ethyl acetate), Cl (HCl), CN(C)C=O (DMF). Run at time 3 hour. Product: C(C)(C)(C)OC(CC1=CC(=C(OC2=CC=C(C(=O)OC)C=C2)C=C1)CN(S(=O)(=O)C)C)=O (methyl 4-(4-(2-tert-butoxy-2-oxoethyl)-2-((N-methylmethylsulfonamido)methyl)phenoxy)benzoate). The yield is 48.1%. RXN SMILES: [C:1]([O:5][C:6](=[O:31])[CH2:7][C:8]1[CH:24]=[CH:23][C:11]([O:12][C:13]2[CH:22]=[CH:21][C:16]([C:17]([O:19][CH3:20])=[O:18])=[CH:15][CH:14]=2)=[C:10]([CH2:25][NH:26][S:27]([CH3:30])(=[O:29])=[O:28])[CH:9]=1)([CH3:4])([CH3:3])[CH3:2].CI.[C:34]([O-])([O-])=O.[K+].[K+]>CN(C=O)C.C(OCC)(=O)C.Cl>[C:1]([O:5][C:6](=[O:31])[CH2:7][C:8]1[CH:24]=[CH:23][C:11]([O:12][C:13]2[CH:14]=[CH:15][C:16]([C:17]([O:19][CH3:20])=[O:18])=[CH:21][CH:22]=2)=[C:10]([CH2:25][N:26]([CH3:34])[S:27]([CH3:30])(=[O:29])=[O:28])[CH:9]=1)([CH3:4])([CH3:3])[CH3:2] |f:2.3.4|. Procedure: To a stirred solution of the methyl 4-(4-(2-tert-butoxy-2-oxoethyl)-2-(methylsulfonamidomethyl)phenoxy)benzoate (745 mg, 1.65 mmol) in DMF (10 ml) was added MeI (155 μL, 2.48 mmol) followed by K2CO3 (343 mg, 2.48 mmol). The reaction was stirred at ambient temperature for 3 hours, then diluted with ethyl acetate and 2M HCl. The aqueous phase was extracted with ethyl acetate, and the combined organic layers were washed with brine and dried over MgSO4. The crude mixture was purified by silica gel c... Reactants: [F-].[Cd+2].[F-] (cadmium fluoride), [Cd] (cadmium), OO (hydrogen peroxide), C(C)(=O)O (acetic acid). Yields the product C(C)(=O)[O-].[Cd+2].C(C)(=O)[O-] (cadmium acetate). Reaction SMILES: [F-].[Cd+2:2].[F-].[Cd].OO.[C:7]([OH:10])(=[O:9])[CH3:8]>>[C:7]([O-:10])(=[O:9])[CH3:8].[Cd+2:2].[C:7]([O-:10])(=[O:9])[CH3:8] |f:0.1.2,6.7.8|. Reported procedure: The preparation procedure for cadmium fluoride is somewhat different. High purity cadmium metal (typically 99.999 percent pure) is reacted with acetic acid and hydrogen peroxide to yield cadmium acetate. This compound is then reacted with hydrogen fluoride to yield cadmium fluoride. The cadmium fluoride is slowly heated to the melting point in an atmosphere of carbon tetrafluoride to ensure removal of water, oxide and oxyfluoride.